From a dataset of the Open Reaction Database (ORD), a public repository of structured organic reaction records. describe an organic reaction: reactants, conditions, products, and yield Reactants: C(C)(C)NC(=O)N (N-isopropylurea), NC(=O)N (urea), C(CCC)Br (butylbromide). Yields the product C(CCC)NC(=O)NC(C)C (N-butyl-N'-isopropylurea). The yield is 58.0%. RXN SMILES: [CH:1]([NH:4][C:5]([NH2:7])=[O:6])([CH3:3])[CH3:2].NC(N)=O.[CH2:12](Br)[CH2:13][CH2:14][CH3:15]>>[CH2:12]([NH:7][C:5]([NH:4][CH:1]([CH3:3])[CH3:2])=[O:6])[CH2:13][CH2:14][CH3:15]. Procedure: N-butyl-N'-isopropylurea was prepared in a yield of 58% as described in Example 1, but using 2.04 g of N-isopropylurea (20 mmol) as the urea and 2.74 g of butylbromide (20 mmol) as the alkylating agent.